This data is from the Open Reaction Database (ORD), a public repository of structured organic reaction records. The task is: describe an organic reaction: reactants, conditions, products, and yield Reactants: C([O-])([O-])=O.[K+].[K+] (potassium carbonate), ClC1=CC=C2C=CC(=NC2=C1)COC1=CC2=C(OCC3=C(C2S)C=CC=C3)C=C1 (2-(7-chloroquinolin-2-yl)methoxy-11-mercapto-6,11-dihydrodibenz[b,e]oxepine), BrCCCC(=O)OCC (ethyl 4-bromobutanoate). Solvent: CC(=O)C (acetone). Product: ClC1=CC=C2C=CC(=NC2=C1)COC1=CC2=C(OCC3=C(C2SCCCC(=O)OCC)C=CC=C3)C=C1 (2-(7-chloroquinolin-2-yl)methoxy-11-(3-ethoxycarbonylpropylthio)-6,11-dihydrodibenz[b,e]oxepine). Isolated yield 67.6%. As a reaction SMILES: C(=O)([O-])[O-].[K+].[K+].[Cl:7][C:8]1[CH:17]=[C:16]2[C:11]([CH:12]=[CH:13][C:14]([CH2:18][O:19][C:20]3[CH:35]=[CH:34][C:23]4[O:24][CH2:25][C:26]5[CH:33]=[CH:32][CH:31]=[CH:30][C:27]=5[CH:28]([SH:29])[C:22]=4[CH:21]=3)=[N:15]2)=[CH:10][CH:9]=1.Br[CH2:37][CH2:38][CH2:39][C:40]([O:42][CH2:43][CH3:44])=[O:41]>CC(C)=O>[Cl:7][C:8]1[CH:17]=[C:16]2[C:11]([CH:12]=[CH:13][C:14]([CH2:18][O:19][C:20]3[CH:35]=[CH:34][C:23]4[O:24][CH2:25][C:26]5[CH:33]=[CH:32][CH:31]=[CH:30][C:27]=5[CH:28]([S:29][CH2:37][CH2:38][CH2:39][C:40]([O:42][CH2:43][CH3:44])=[O:41])[C:22]=4[CH:21]=3)=[N:15]2)=[CH:10][CH:9]=1 |f:0.1.2|. Procedure: 0.43 g of potassium carbonate was added to 1 g of 2-(7-chloroquinolin-2-yl)methoxy-11-mercapto-6,11-dihydrodibenz[b,e]oxepine and 0.56 g of ethyl 4-bromobutanoate dissolved in 25 ml of acetone and the mixture was stirred under heating for 3 hours. After completion of the reaction, the reaction mixture was filtered and the filtrate was condensed under reduced pressure. The resulting residue was applied to silica gel column chromatography to obtain 0.86 g of 2-(7-chloroquinolin-2-yl)methoxy-11-(3-... Starting materials: Fc1ccc(-c2nc(Br)cs2)cc1, O=C([O-])[O-], COc1cc(B2OC(C)(C)C(C)(C)O2)cnc1N, COCCOC, [Na+], [Na+], c1ccc(P(c2ccccc2)(c2ccccc2)[Pd](P(c2ccccc2)(c2ccccc2)c2ccccc2)(P(c2ccccc2)(c2ccccc2)c2ccccc2)P(c2ccccc2)(c2ccccc2)c2ccccc2)cc1. Yields the product COc1cc(-c2csc(-c3ccc(F)cc3)n2)cnc1N. As a reaction SMILES: [Br:1][c:2]1[n:3][c:4](-[c:7]2[cH:8][cH:9][c:10]([F:13])[cH:11][cH:12]2)[s:5][cH:6]1.[C:32](=[O:33])([O-:34])[O-:35].[CH3:14][O:15][c:16]1[c:17]([NH2:31])[n:18][cH:19][c:20]([B:22]2[O:23][C:24]([CH3:25])([CH3:26])[C:27]([CH3:28])([CH3:29])[O:30]2)[cH:21]1.[CH3:38][O:39][CH2:40][CH2:41][O:42][CH3:43].[Na+:36].[Na+:37].[cH:44]1[cH:45][cH:46][c:47]([P:48]([Pd:49]([P:50]([c:51]2[cH:52][cH:53][cH:54][cH:55][cH:56]2)([c:57]2[cH:58][cH:59][cH:60][cH:61][cH:62]2)[c:63]2[cH:64][cH:65][cH:66][cH:67][cH:68]2)([P:69]([c:70]2[cH:71][cH:72][cH:73][cH:74][cH:75]2)([c:76]2[cH:77][cH:78][cH:79][cH:80][cH:81]2)[c:82]2[cH:83][cH:84][cH:85][cH:86][cH:87]2)[P:88]([c:89]2[cH:90][cH:91][cH:92][cH:93][cH:94]2)([c:95]2[cH:96][cH:97][cH:98][cH:99][cH:100]2)[c:101]2[cH:102][cH:103][cH:104][cH:105][cH:106]2)([c:107]2[cH:108][cH:109][cH:110][cH:111][cH:112]2)[c:113]2[cH:114][cH:115][cH:116][cH:117][cH:118]2)[cH:119][cH:120]1>>[c:2]1(-[c:20]2[cH:19][n:18][c:17]([NH2:31])[c:16]([O:15][CH3:14])[cH:21]2)[n:3][c:4](-[c:7]2[cH:8][cH:9][c:10]([F:13])[cH:11][cH:12]2)[s:5][cH:6]1. The reactants are N#Cc1ccc(CBr)c(F)c1, Oc1cc(Cl)ccc1-c1nc2cc(F)c(F)cc2n1CC1CCCC1. Yields the product N#Cc1ccc(COc2cc(Cl)ccc2-c2nc3cc(F)c(F)cc3n2CC2CCCC2)c(F)c1. Reaction SMILES: [Br:26][CH2:27][c:28]1[c:29]([F:36])[cH:30][c:31]([C:32]#[N:33])[cH:34][cH:35]1.[Cl:1][c:2]1[cH:3][cH:4][c:5](-[c:9]2[n:10][c:11]3[c:12]([n:13]2[CH2:14][CH:15]2[CH2:16][CH2:17][CH2:18][CH2:19]2)[cH:20][c:21]([F:25])[c:22]([F:24])[cH:23]3)[c:6]([OH:8])[cH:7]1>>[Cl:1][c:2]1[cH:3][cH:4][c:5](-[c:9]2[n:10][c:11]3[c:12]([n:13]2[CH2:14][CH:15]2[CH2:16][CH2:17][CH2:18][CH2:19]2)[cH:20][c:21]([F:25])[c:22]([F:24])[cH:23]3)[c:6]([O:8][CH2:27][c:28]2[c:29]([F:36])[cH:30][c:31]([C:32]#[N:33])[cH:34][cH:35]2)[cH:7]1. Reactants: COC1=CC=C(C=C1)CCCCCCCCC(=O)O (9(4-methoxyphenyl)nonanoic acid), Br (HBr), C(C)(=O)O (acetic acid). Run in O (water). Yields the product OC1=CC=C(C=C1)CCCCCCCCC(=O)O (9(4-hydroxyphenyl)nonanoic acid). Yield: 60.3%. As a reaction SMILES: C[O:2][C:3]1[CH:8]=[CH:7][C:6]([CH2:9][CH2:10][CH2:11][CH2:12][CH2:13][CH2:14][CH2:15][CH2:16][C:17]([OH:19])=[O:18])=[CH:5][CH:4]=1.Br.C(O)(=O)C>O>[OH:2][C:3]1[CH:4]=[CH:5][C:6]([CH2:9][CH2:10][CH2:11][CH2:12][CH2:13][CH2:14][CH2:15][CH2:16][C:17]([OH:19])=[O:18])=[CH:7][CH:8]=1. Procedure details: A mixture of 55.7 gms 9(4-methoxyphenyl)nonanoic acid, 640 ml 48% HBr and 640 ml acetic acid was refluxed for 7 hours and cooled to room temperature overnight. The solution was diluted with a large excess of water, whereupon a solid precipitated. The solid was filtered off, re-suspended in water, and filtered again. It was dissolved in ether, washed four times with water, and the organic phase was dried over MgSO4 overnight. The drying agent was filtered off and the solvent removed in vacuo to g... Reactants: C1(=CCCCCC1)C1=CC=C(C=C1)C(C)=O (para-(1-cycloheptenyl)-acetophenone), [BH4-].[Na+] (sodium borohydride). Solvent: O (water), CO (methanol), CO (methanol), O (water). Reaction conditions: time 16 hour. Product: OC(C)C1=CC=C(C=C1)C1=CCCCCC1 (1-hydroxy-1-[para-(1-cycloheptenyl)-phenyl]-ethane). RXN SMILES: [C:1]1([C:8]2[CH:13]=[CH:12][C:11]([C:14](=[O:16])[CH3:15])=[CH:10][CH:9]=2)[CH2:7][CH2:6][CH2:5][CH2:4][CH2:3][CH:2]=1.[BH4-].[Na+]>CO.O>[OH:16][CH:14]([C:11]1[CH:12]=[CH:13][C:8]([C:1]2[CH2:7][CH2:6][CH2:5][CH2:4][CH2:3][CH:2]=2)=[CH:9][CH:10]=1)[CH3:15] |f:1.2|. Reported procedure: A solution of 49 g of this ketone in 100 ml of methanol is stirred dropwise into a solution, cooled to 0° C, of 11 g of sodium borohydride in 500 ml of methanol and 100 ml of water. The reaction solution is stirred for another hour and a half at 5° to 10° C and then allowed to stand at room temperature for 16 hours. Finally, 600 ml of water are added and the batch is extracted with methylene chloride, dried over sodium sulfate and evaporated. In this manner, 1-hydroxy-1-[para-(1-cycloheptenyl)-p...